From a dataset of the Open Reaction Database (ORD), a public repository of structured organic reaction records. describe an organic reaction: reactants, conditions, products, and yield Product: ClC1=CC=C(C=C1)OC(N(C)CC[C@@H]1CC[C@H](CC1)\C=C\CN(C)CC=C)=O (trans-(2-{4-[3-(allyl-methyl-amino)-(E)-propenyl]-cyclohexyl}-ethyl)-methyl-carbamic acid 4-chloro-phenyl ester). RXN SMILES: [Cl:1][C:2]1[CH:7]=[CH:6][C:5]([O:8][C:9](=[O:24])[N:10]([CH2:12][CH2:13][C@H:14]2[CH2:19][CH2:18][C@H:17](/[CH:20]=[CH:21]/[CH2:22]Cl)[CH2:16][CH2:15]2)[CH3:11])=[CH:4][CH:3]=1.[CH2:25]([NH:28][CH3:29])[CH:26]=[CH2:27]>CN(C)C(=O)C>[Cl:1][C:2]1[CH:7]=[CH:6][C:5]([O:8][C:9](=[O:24])[N:10]([CH2:12][CH2:13][C@H:14]2[CH2:19][CH2:18][C@H:17](/[CH:20]=[CH:21]/[CH2:22][N:28]([CH2:25][CH:26]=[CH2:27])[CH3:29])[CH2:16][CH2:15]2)[CH3:11])=[CH:4][CH:3]=1. The solvent is CN(C(C)=O)C (N,N-dimethylacetamide). Reactants: ClC1=CC=C(C=C1)OC(N(C)CC[C@@H]1CC[C@H](CC1)\C=C\CCl)=O (trans-{2-[4-(3-chloro-(E)-propenyl)-cyclohexyl]-ethyl}-methyl-carbamic acid 4-chloro-phenyl ester), C(C=C)NC (N-allyl-methyl-amine). Procedure: In analogy to the method described in example 12.1, trans-{2-[4-(3-chloro-(E)-propenyl)-cyclohexyl]-ethyl}-methyl-carbamic acid 4-chloro-phenyl ester was reacted with N-allyl-methyl-amine in N,N-dimethylacetamide at room temperature to yield trans-(2-{4-[3-(allyl-methyl-amino)-(E)-propenyl]-cyclohexyl}-ethyl)-methyl-carbamic acid 4-chloro-phenyl ester as light yellow viscous oil, MS: 405 (MH+, 1Cl). Yields the product C(\C=C\C(=O)O)(=O)O.C(C)(=O)O[C@@H]1C(N(C(=C(S[C@@H]1C1=CC=C(C=C1)OC)C1=CC=CC=C1)C)CCN(C)C)=O (cis-rac.-6-(acetyloxy)-6,7-dihydro-7-(4-methoxyphenyl)-3-methyl-4-[2-(dimethylamino)ethyl]-2-phenyl-1,4-thiazepin-5(4H)-one (E)-2-butenedioate). Isolated yield 43.8%. Reported procedure: A mixture of 1.7 g (0.0044 mol) of cis-rac.-6-(acetyloxy)-6,7-dihydro-7-(4-methoxyphenyl)-3-methyl-2-phenyl-1,4-thiazepin-5(4H)-one, 0.7 g (0.005 mol) of powdered potassium carbonate and 0.6 g (0.0049 mol) of 2-dimethylaminoethyl chloride in 30 ml of ethyl acetate was stirred at reflux for 2 hours, then twice an additional 0.2 g of dimethylaminoethyl chloride was added at 2 hour intervals. The mixture was heated at reflux for a total of 12 hours, then cooled to room temperature and diluted with ... RXN SMILES: [C:1]([O:4][C@H:5]1[C@@H:11]([C:12]2[CH:17]=[CH:16][C:15]([O:18][CH3:19])=[CH:14][CH:13]=2)[S:10][C:9]([C:20]2[CH:25]=[CH:24][CH:23]=[CH:22][CH:21]=2)=[C:8]([CH3:26])[NH:7][C:6]1=[O:27])(=[O:3])[CH3:2].C(=O)([O-])[O-].[K+].[K+].[CH3:34][N:35]([CH3:39])[CH2:36][CH2:37]Cl.[C:40]([OH:47])(=[O:46])/[CH:41]=[CH:42]/[C:43]([OH:45])=[O:44]>C(OCC)(=O)C.O.CC(C)=O>[C:40]([OH:47])(=[O:46])/[CH:41]=[CH:42]/[C:43]([OH:45])=[O:44].[C:1]([O:4][C@H:5]1[C@@H:11]([C:12]2[CH:13]=[CH:14][C:15]([O:18][CH3:19])=[CH:16][CH:17]=2)[S:10][C:9]([C:20]2[CH:25]=[CH:24][CH:23]=[CH:22][CH:21]=2)=[C:8]([CH3:26])[N:7]([CH2:37][CH2:36][N:35]([CH3:39])[CH3:34])[C:6]1=[O:27])(=[O:3])[CH3:2] |f:1.2.3,9.10|. The reactants are CN(C)CCCl (dimethylaminoethyl chloride), C(C)(=O)O[C@@H]1C(NC(=C(S[C@@H]1C1=CC=C(C=C1)OC)C1=CC=CC=C1)C)=O (cis-rac.-6-(acetyloxy)-6,7-dihydro-7-(4-methoxyphenyl)-3-methyl-2-phenyl-1,4-thiazepin-5(4H)-one), C([O-])([O-])=O.[K+].[K+] (potassium carbonate), CN(CCCl)C (2-dimethylaminoethyl chloride), C(\C=C\C(=O)O)(=O)O (fumaric acid). Run in CC(=O)C (acetone), C(C)(=O)OCC (ethyl acetate), O (water).